From a dataset of the Open Reaction Database (ORD), a public repository of structured organic reaction records. describe an organic reaction: reactants, conditions, products, and yield Reactants: CCS(=O)c1ncc(C(=O)c2cc(F)c(C)cc2OC)c(N)n1, CC(=O)N1CCC(N)CC1. The product is COc1cc(C)c(F)cc1C(=O)c1cnc(NC2CCN(C(C)=O)CC2)nc1N. As a reaction SMILES: [NH2:1][c:2]1[n:3][c:4]([S:20]([CH2:21][CH3:22])=[O:23])[n:5][cH:6][c:7]1[C:8](=[O:9])[c:10]1[c:11]([O:18][CH3:19])[cH:12][c:13]([CH3:17])[c:14]([F:16])[cH:15]1.[NH2:24][CH:25]1[CH2:26][CH2:27][N:28]([C:31]([CH3:32])=[O:33])[CH2:29][CH2:30]1>>[NH2:1][c:2]1[n:3][c:4]([NH:24][CH:25]2[CH2:26][CH2:27][N:28]([C:31]([CH3:32])=[O:33])[CH2:29][CH2:30]2)[n:5][cH:6][c:7]1[C:8](=[O:9])[c:10]1[c:11]([O:18][CH3:19])[cH:12][c:13]([CH3:17])[c:14]([F:16])[cH:15]1. Starting materials: C1=CC=C2C3C4=CC=CC=C4C(C2=C1)C(=C3C(=O)O)C(=O)O (9,10-Dihydro-9,10-ethenoanthracene-11,12-dicarboxylic acid), C(C(=O)Cl)(=O)Cl (Oxalyl chloride), C(C(=O)Cl)(=O)Cl (oxalyl chloride). The reagents and catalysts are CN(C=O)C (dimethylformamide). Solvent: ClCCl (dichloromethane). Reaction conditions: temperature 0 celsius. The product is C1=CC=C2C3C4=CC=CC=C4C(C2=C1)C5=C3C(=O)OC5=O (9,10-Dihydro-9,10-ethenoanthracene-11,12-dicarboxylic anhydride). Isolated yield 92.5%. As a reaction SMILES: [CH:1]1[CH:14]=[C:13]2[C:4]([CH:5]3[C:16]([C:17](O)=[O:18])=[C:15]([C:20]([OH:22])=[O:21])[CH:12]2[C:11]2[C:6]3=[CH:7][CH:8]=[CH:9][CH:10]=2)=[CH:3][CH:2]=1.C(Cl)(=O)C(Cl)=O>ClCCl.CN(C)C=O>[CH:9]1[CH:10]=[C:11]2[C:6]([CH:5]3[C:16]4[C:17]([O:22][C:20](=[O:21])[C:15]=4[CH:12]2[C:13]2[C:4]3=[CH:3][CH:2]=[CH:1][CH:14]=2)=[O:18])=[CH:7][CH:8]=1. Reported procedure: As shown in FIG. 2A, diacid 2 (8.76 g, 29.2 mmol) was suspended in dry dichloromethane (ca. 300 mL) in a dry, septum-capped round-bottom flask, to which was added a few drops of dry dimethylformamide. The mixture was cooled to 0° C. in an ice-water bath and the flask was connected to a oil-bubbler with flexible plastic tubing. Oxalyl chloride (3.9 g, 30.7 mmol) was added dropwise with a syringe as the suspension was stirred. Within few minutes, gas was released through the oil bubbler as the rea... The reactants are Cl.COC1=CC=C(C=C1)N1CCN(CC1)CCN1C(SC2=C1C=CC(=C2)OC(F)(F)F)=NC(C(F)(F)F)=O (3-{2-[4-(4-Methoxyphenyl)-1-piperazinyl]ethyl}-2-trifluoroacetylimino-6-trifluoromethoxybenzothiazoline hydrochloride), C([O-])([O-])=O.[K+].[K+] (potassium carbonate). Solvent: CO (methanol), O (water), CO (methanol). Reaction conditions: temperature 20 celsius, time 4 hour. Yields the product Cl.Cl.Cl.N=C1SC2=C(N1CCN1CCN(CC1)C1=CC=C(C=C1)OC)C=CC(=C2)OC(F)(F)F (2-Imino-3-{2-[4-(4-methoxyphenyl)-1-piperazinyl]ethyl}-6-trifluoromethoxybenzothiazoline trihydrochloride). The yield is 214.3%. Reaction SMILES: [ClH:1].[CH3:2][O:3][C:4]1[CH:9]=[CH:8][C:7]([N:10]2[CH2:15][CH2:14][N:13]([CH2:16][CH2:17][N:18]3[C:22]4[CH:23]=[CH:24][C:25]([O:27][C:28]([F:31])([F:30])[F:29])=[CH:26][C:21]=4[S:20][C:19]3=[N:32]C(=O)C(F)(F)F)[CH2:12][CH2:11]2)=[CH:6][CH:5]=1.C(=O)([O-])[O-].[K+].[K+]>CO.O>[ClH:1].[ClH:1].[ClH:1].[NH:32]=[C:19]1[N:18]([CH2:17][CH2:16][N:13]2[CH2:14][CH2:15][N:10]([C:7]3[CH:8]=[CH:9][C:4]([O:3][CH3:2])=[CH:5][CH:6]=3)[CH2:11][CH2:12]2)[C:22]2[CH:23]=[CH:24][C:25]([O:27][C:28]([F:29])([F:31])[F:30])=[CH:26][C:21]=2[S:20]1 |f:0.1,2.3.4,7.8.9.10|. Procedure details: 3-{2-[4-(4-Methoxyphenyl)-1-piperazinyl]ethyl}-2-trifluoroacetylimino-6-trifluoromethoxybenzothiazoline hydrochloride (1.53 g), methanol (33 cc) and 7% strength potassium carbonate solution (21 cc) in a mixture of methanol (2 volumes) and water (5 volumes) are stirred for 4 hours at a temperature in the region of 20° C. The reaction medium is concentrated under reduced pressure and then extracted with ethereal sulphuric acid. The organic phase is dried over magnesium sulphate and then treated wi... Reactants: CCc1[nH]c(C(=O)O)nc1Cl, ClCCl, CCCCOC(=O)c1nc(N2CCC(N)C(OC)C2)oc1CC, On1nnc2ccccc21. The product is CCCCOC(=O)c1nc(N2CCC(NC(=O)c3nc(Cl)c(CC)[nH]3)C(OC)C2)oc1CC. RXN SMILES: [Cl:24][c:25]1[n:26][c:27]([C:32](=[O:33])[OH:34])[nH:28][c:29]1[CH2:30][CH3:31].[Cl:45][CH2:46][Cl:47].[NH2:1][CH:2]1[CH:3]([O:22][CH3:23])[CH2:4][N:5]([c:8]2[o:9][c:10]([CH2:20][CH3:21])[c:11]([C:13](=[O:14])[O:15][CH2:16][CH2:17][CH2:18][CH3:19])[n:12]2)[CH2:6][CH2:7]1.[OH:35][n:36]1[c:37]2[c:38]([cH:39][cH:40][cH:41][cH:42]2)[n:43][n:44]1>>[NH:1]([CH:2]1[CH:3]([O:22][CH3:23])[CH2:4][N:5]([c:8]2[o:9][c:10]([CH2:20][CH3:21])[c:11]([C:13](=[O:14])[O:15][CH2:16][CH2:17][CH2:18][CH3:19])[n:12]2)[CH2:6][CH2:7]1)[C:32]([c:27]1[n:26][c:25]([Cl:24])[c:29]([CH2:30][CH3:31])[nH:28]1)=[O:33]. Reactants: CCO, CCOC(C)=O, [Cl-], [Fe], [NH4+], C1CCOC1, O, O=C(Nc1ccc(Sc2ccc(C(=O)Nc3cncc(F)c3)cc2[N+](=O)[O-])cc1)OCC1c2ccccc2-c2ccccc21. Yields the product Nc1cc(C(=O)Nc2cncc(F)c2)ccc1Sc1ccc(NC(=O)OCC2c3ccccc3-c3ccccc32)cc1. RXN SMILES: [CH3:47][CH2:48][OH:49].[CH3:56][CH2:57][O:58][C:59](=[O:60])[CH3:61].[Cl-:45].[Fe:62].[NH4+:46].[O:50]1[CH2:51][CH2:52][CH2:53][CH2:54]1.[OH2:55].[cH:1]1[cH:2][cH:3][cH:4][c:5]2[c:13]1[CH:12]([CH2:14][O:15][C:16]([NH:17][c:18]1[cH:19][cH:20][c:21]([S:24][c:25]3[c:26]([N+:41]([O-:42])=[O:43])[cH:27][c:28]([C:31]([NH:32][c:33]4[cH:34][n:35][cH:36][c:37]([F:39])[cH:38]4)=[O:40])[cH:29][cH:30]3)[cH:22][cH:23]1)=[O:44])[c:11]1[c:6]-2[cH:7][cH:8][cH:9][cH:10]1>>[cH:1]1[cH:2][cH:3][cH:4][c:5]2[c:13]1[CH:12]([CH2:14][O:15][C:16]([NH:17][c:18]1[cH:19][cH:20][c:21]([S:24][c:25]3[c:26]([NH2:41])[cH:27][c:28]([C:31]([NH:32][c:33]4[cH:34][n:35][cH:36][c:37]([F:39])[cH:38]4)=[O:40])[cH:29][cH:30]3)[cH:22][cH:23]1)=[O:44])[c:11]1[c:6]-2[cH:7][cH:8][cH:9][cH:10]1. The reactants are CCCCCCBr, O=C([O-])[O-], CC(C)=O, [K+], [K+], CCOC(=O)C1CCCC1=O. The product is CCCCCCC1(C(=O)OCC)CCCC1=O. As a reaction SMILES: [Br:18][CH2:19][CH2:20][CH2:21][CH2:22][CH2:23][CH3:24].[C:12](=[O:13])([O-:14])[O-:15].[CH3:25][C:26](=[O:27])[CH3:28].[K+:16].[K+:17].[O:1]=[C:2]1[CH:3]([C:7](=[O:8])[O:9][CH2:10][CH3:11])[CH2:4][CH2:5][CH2:6]1>>[O:1]=[C:2]1[C:3]([C:7](=[O:8])[O:9][CH2:10][CH3:11])([CH2:19][CH2:20][CH2:21][CH2:22][CH2:23][CH3:24])[CH2:4][CH2:5][CH2:6]1.